From a dataset of the Open Reaction Database (ORD), a public repository of structured organic reaction records. describe an organic reaction: reactants, conditions, products, and yield Reactants: BrC1=CC=C(C=C1)S(=O)(=O)NC1=C(C=CC(=C1)N1C[C@H](N[C@H](C1)C)C)OC (4-bromo-N-[5-(cis-3,5-dimethyl-1-piperazinyl)-2-(methyloxy)phenyl]benzenesulfonamide), N1C(CCC1)=O (2-pyrrolidinone). Yields the product C[C@@H]1CN(C[C@@H](N1)C)C=1C=CC(=C(C1)NS(=O)(=O)C1=CC=C(C=C1)N1C(CCC1)=O)OC (N-[5-(cis3,5-Dimethyl-1-piperazinyl)-2-(methyloxy)phenyl]-4-(2-oxo-1-pyrrolidinyl)benzenesulfonamide). As a reaction SMILES: Br[C:2]1[CH:7]=[CH:6][C:5]([S:8]([NH:11][C:12]2[CH:17]=[C:16]([N:18]3[CH2:23][C@H:22]([CH3:24])[NH:21][C@H:20]([CH3:25])[CH2:19]3)[CH:15]=[CH:14][C:13]=2[O:26][CH3:27])(=[O:10])=[O:9])=[CH:4][CH:3]=1.[NH:28]1[CH2:32][CH2:31][CH2:30][C:29]1=[O:33]>>[CH3:25][C@H:20]1[NH:21][C@@H:22]([CH3:24])[CH2:23][N:18]([C:16]2[CH:15]=[CH:14][C:13]([O:26][CH3:27])=[C:12]([NH:11][S:8]([C:5]3[CH:6]=[CH:7][C:2]([N:28]4[CH2:32][CH2:31][CH2:30][C:29]4=[O:33])=[CH:3][CH:4]=3)(=[O:10])=[O:9])[CH:17]=2)[CH2:19]1. Procedure details: The title compound (E121) was prepared from 4-bromo-N-[5-(cis-3,5-dimethyl-1-piperazinyl)-2-(methyloxy)phenyl]benzenesulfonamide (E106) and 2-pyrrolidinone using a similar method to that described for Example 23 (E23). MS (ES+) m/e 459 [M+H]+. Reactants: C(C1=CC=CC=C1)(C1=CC=CC=C1)N1CC(C1)OC(C1=C(C=CC=C1)C(F)(F)F)C1=CC=C(C=C1)Cl (1-benzhydryl-3-[2-(trifluoromethyl)-4′-chlorobenzhydryloxy]azetidine), Cl.ClC1=C(C(C2=CC=C(C=C2)Cl)OC2CNC2)C=CC=C1 (3-(2,4′-dichlorobenzhydryloxy)azetidine hydrochloride). Product: Cl.FC(C1=C(C(C2=CC=C(C=C2)Cl)OC2CNC2)C=CC=C1)(F)F (3-[2-(trifluoromethyl)-4′-chlorobenzhydryloxy]azetidine hydrochloride). RXN SMILES: C([N:14]1[CH2:17][CH:16]([O:18][CH:19]([C:30]2[CH:35]=[CH:34][C:33]([Cl:36])=[CH:32][CH:31]=2)[C:20]2[CH:25]=[CH:24][CH:23]=[CH:22][C:21]=2[C:26]([F:29])([F:28])[F:27])[CH2:15]1)(C1C=CC=CC=1)C1C=CC=CC=1.Cl.ClC1C=CC=CC=1C(OC1CNC1)C1C=CC(Cl)=CC=1>>[ClH:36].[F:29][C:26]([F:27])([F:28])[C:21]1[CH:22]=[CH:23][CH:24]=[CH:25][C:20]=1[CH:19]([O:18][CH:16]1[CH2:17][NH:14][CH2:15]1)[C:30]1[CH:35]=[CH:34][C:33]([Cl:36])=[CH:32][CH:31]=1 |f:1.2,3.4|. Procedure details: This material was prepared from 1-benzhydryl-3-[2-(trifluoromethyl)-4′-chlorobenzhydryloxy]azetidine (97) (25.6 mmol) using the procedure described for compound (9) (8.2 g, 85%).